This data is from the Open Reaction Database (ORD), a public repository of structured organic reaction records. The task is: describe an organic reaction: reactants, conditions, products, and yield Procedure: 1-{3-Formyl-8-[2-(4-isopropyl-1,3-thiazol-2-yl)ethyl]-4-oxo-4H-pyrido[1,2-a]pyrimidin-2-yl}-3-piperidylformate (94.0 mg, 0.207 mmol) and bis(2,2,2-trifluoroethyl)-(methoxycarbonylmethyl)phosphonoate (0.131 ml, 0.620 mmol) were dissolved in tetrahydrofuran (2 ml), added with DBU (0.085 ml, 0.620 mmol) and lithium chloride (26.3 mg, 0.620 mmol), and then the mixture was stirred at room temperature for 1 hour. Conditions: time 1 hour. Product: C(=O)C1CN(CCC1)C=1N=C2N(C(C1/C=C/C(=O)OC)=O)C=CC(=C2)CCC=2SC=C(N2)C(C)C (Methyl (E)-3-{2-(3-formylpiperidino)-8-[2-(4-isopropyl-1,3-thiazol-2-yl)ethyl]-4-oxo-4H-pyrido[1,2-a]pyrimidin-3-yl}-2-propenoate). Reactants: C(=O)C1=C(N=C2N(C1=O)C=CC(=C2)CCC=2SC=C(N2)C(C)C)N2CC(CCC2)C(=O)[O-] (1-{3-Formyl-8-[2-(4-isopropyl-1,3-thiazol-2-yl)ethyl]-4-oxo-4H-pyrido[1,2-a]pyrimidin-2-yl}-3-piperidylformate), FC(COP(OCC(F)(F)F)(=O)CC(=O)OC)(F)F (bis(2,2,2-trifluoroethyl)-(methoxycarbonylmethyl)phosphonoate), C1CCC2=NCCCN2CC1 (DBU), [Cl-].[Li+] (lithium chloride). Reaction SMILES: [CH:1]([C:3]1[C:8](=[O:9])[N:7]2[CH:10]=[CH:11][C:12]([CH2:14][CH2:15][C:16]3[S:17][CH:18]=[C:19]([CH:21]([CH3:23])[CH3:22])[N:20]=3)=[CH:13][C:6]2=[N:5][C:4]=1[N:24]1[CH2:29][CH2:28][CH2:27][CH:26]([C:30]([O-])=[O:31])[CH2:25]1)=O.FC(F)(F)COP([CH2:45][C:46]([O:48][CH3:49])=[O:47])(=O)OCC(F)(F)F.C1CCN2C(=NCCC2)CC1.[Cl-].[Li+]>O1CCCC1>[CH:30]([CH:26]1[CH2:27][CH2:28][CH2:29][N:24]([C:4]2[N:5]=[C:6]3[CH:13]=[C:12]([CH2:14][CH2:15][C:16]4[S:17][CH:18]=[C:19]([CH:21]([CH3:22])[CH3:23])[N:20]=4)[CH:11]=[CH:10][N:7]3[C:8](=[O:9])[C:3]=2/[CH:1]=[CH:45]/[C:46]([O:48][CH3:49])=[O:47])[CH2:25]1)=[O:31] |f:3.4|. Solvent: O1CCCC1 (tetrahydrofuran).